This data is from the Open Reaction Database (ORD), a public repository of structured organic reaction records. The task is: describe an organic reaction: reactants, conditions, products, and yield The reactants are [H-].[Na+] (Sodium hydride), COC(C1=C(C(=CC=C1)F)NC(=O)OC(C)(C)C)=O (2-tert-butoxycarbonylamino-3-fluorobenzoic acid methyl ester), C(C1=CC=CC=C1)OC(NCCBr)=O ((2-bromoethyl)carbamic acid benzyl ester), [I-].[Na+] (sodium iodide). The solvent is CN(C)C=O (DMF). Product: C(C1=CC=CC=C1)OC(=O)NCCN(C1=C(C(=O)O)C=CC=C1F)C(=O)OC(C)(C)C (2-[(2-Benzyloxycarbonylaminoethyl)-tert-butoxycarbonylamino]-3-fluorobenzoic Acid). RXN SMILES: [H-].[Na+].C[O:4][C:5](=[O:21])[C:6]1[CH:11]=[CH:10][CH:9]=[C:8]([F:12])[C:7]=1[NH:13][C:14]([O:16][C:17]([CH3:20])([CH3:19])[CH3:18])=[O:15].[CH2:22]([O:29][C:30](=[O:35])[NH:31][CH2:32][CH2:33]Br)[C:23]1[CH:28]=[CH:27][CH:26]=[CH:25][CH:24]=1.[I-].[Na+]>CN(C=O)C>[CH2:22]([O:29][C:30]([NH:31][CH2:32][CH2:33][N:13]([C:14]([O:16][C:17]([CH3:20])([CH3:19])[CH3:18])=[O:15])[C:7]1[C:8]([F:12])=[CH:9][CH:10]=[CH:11][C:6]=1[C:5]([OH:4])=[O:21])=[O:35])[C:23]1[CH:28]=[CH:27][CH:26]=[CH:25][CH:24]=1 |f:0.1,4.5|. Procedure: Sodium hydride (60%, 120 mg, 3.0 mmol) was added to a solution of 2-tert-butoxycarbonylamino-3-fluorobenzoic acid methyl ester from Example 20A (750 mg, 2.8 mmol) in DMF (8.0 ml) while cooling in an ice/water bath. The mixture was allowed to warm to room temperature and stirred for 30 min. (2-bromoethyl)carbamic acid benzyl ester (360 mg, 2.8 mmol) and sodium iodide (420 mg, 2.8 mmol) were added and the mixture was heated at 65° C. for 18 h. The mixture was cooled and evaporated in vacuo. The re... The reactants are BrCC(CCl)C (1-bromo-3-chloro-2-methylpropane), N1C=NC2=C1C=CC=C2 (1H-benzimidazole), [OH-].[Na+] (sodium hydroxide). Reagents/catalysts: [Cl-].C(C)[N+](CC1=CC=CC=C1)(CC)CC (N,N,N-triethylbenzenemethanaminium chloride). Solvent: O1CCCC1 (tetrahydrofuran). Run at temperature 60 celsius, time 15 minute. The product is ClCC(CN1C=NC2=C1C=CC=C2)C (1-(3-chloro-2-methylpropyl)-1H-benzimidazole). RXN SMILES: [NH:1]1[C:5]2[CH:6]=[CH:7][CH:8]=[CH:9][C:4]=2[N:3]=[CH:2]1.[OH-].[Na+].Br[CH2:13][CH:14]([CH3:17])[CH2:15][Cl:16]>[Cl-].C([N+](CC)(CC)CC1C=CC=CC=1)C.O1CCCC1>[Cl:16][CH2:15][CH:14]([CH3:17])[CH2:13][N:1]1[C:5]2[CH:6]=[CH:7][CH:8]=[CH:9][C:4]=2[N:3]=[CH:2]1 |f:1.2,4.5|. Reported procedure: To a stirred and warm (40° C.) mixture of 9.5 parts of 1H-benzimidazole, 2 parts of N,N,N-triethylbenzenemethanaminium chloride, 225 parts of a sodium hydroxide solution 50% and 90 parts of tetrahydrofuran are added 17 parts of 1-bromo-3-chloro-2-methylpropane. The whole is heated to about 60° C. and stirring is continued for 15 minutes at this temperature. The reaction mixture is cooled and the product is extracted with trichloromethane. The extract is dried, filtered and evaporated. The oily r... Reactants: C[SiH](C)OC(Cc1cccc(Br)c1)C(C)(C)C, Nc1c(C(=S)Oc2ccccn2)cnn1-c1ccc(F)cc1. The product is C[SiH](C)OC(Cc1cccc(C(=O)c2cnn(-c3ccc(F)cc3)c2N)c1)C(C)(C)C. As a reaction SMILES: [C:1]([CH3:2])([CH3:3])([CH3:4])[CH:5]([CH2:6][c:7]1[cH:8][c:9]([Br:13])[cH:10][cH:11][cH:12]1)[O:14][SiH:15]([CH3:16])[CH3:17].[NH2:18][c:19]1[c:20]([C:31]([O:33][c:32]2[cH:34][cH:35][cH:36][cH:37][n:38]2)=[S:39])[cH:21][n:22][n:23]1-[c:24]1[cH:25][cH:26][c:27]([F:30])[cH:28][cH:29]1>>[C:1]([CH3:2])([CH3:3])([CH3:4])[CH:5]([CH2:6][c:7]1[cH:8][c:9]([C:31]([c:20]2[c:19]([NH2:18])[n:23](-[c:24]3[cH:25][cH:26][c:27]([F:30])[cH:28][cH:29]3)[n:22][cH:21]2)=[O:33])[cH:10][cH:11][cH:12]1)[O:14][SiH:15]([CH3:16])[CH3:17]. Reactants: ClC=1C(=NC=C(C1)Cl)C(=O)N (3,5-Dichloropicolinamide), C(C)(C)N (isopropylamine). Run in ClCCl (dichloromethane). Run at temperature 200 celsius. Product: ClC=1C=C(C(=NC1)C(=O)N)NC(C)C (5-chloro-3-(isopropylamino)picolinamide). Isolated yield 55.8%. RXN SMILES: Cl[C:2]1[C:3]([C:9]([NH2:11])=[O:10])=[N:4][CH:5]=[C:6]([Cl:8])[CH:7]=1.[CH:12]([NH2:15])([CH3:14])[CH3:13]>ClCCl>[Cl:8][C:6]1[CH:7]=[C:2]([NH:15][CH:12]([CH3:14])[CH3:13])[C:3]([C:9]([NH2:11])=[O:10])=[N:4][CH:5]=1. Procedure: 3,5-Dichloropicolinamide (50 mg, 0.26 mmol, 1.0 equiv) and isopropylamine (225 uL, 2.6 mmol, 1.0 equiv) were combined in a microwave vial equipped with a stirbar, sealed and heated to 200° C. for 30 min. The mixture was then dissolved in dichloromethane and loaded onto a Biotage caplet. Purification by silica gel MPLC (13%-68% Et2O/Hexanes) provided the desired compound as a white solid (31 mg, 56%). m/z=214.1 [M+H]+ Reactants: ClC1=CC=C(C=C1)N1C(=NC2=C(C1=O)C=NN2C=2C=C(C#N)C=CC2)C2=CC=C(C=C2)B2OC(C(O2)(C)C)(C)C (3-{5-(4-chloro-phenyl)-4-oxo-6-[4-(4,4,5,5-tetramethyl-[1,3,2]dioxaborolan-2-yl)-phenyl]-4,5-dihydro-pyrazolo[3,4-d]pyrimidin-1-yl}-benzonitrile), C(C)(=O)[O-].[Na+] (sodium acetate), C(C)(=O)OC(C)=O (acetic anhydride). Product: NC1=CC=C(C=N1)C1=CC=C(C=C1)C=1N(C(C2=C(N1)N(N=C2)C=2C=C(C#N)C=CC2)=O)C2=CC=C(C=C2)Cl (3-[6-[4-(6-amino-pyridin-3-yl)-phenyl]-5-(4-chloro-phenyl)-4-oxo-4,5-dihydro-pyrazolo[3,4-d]pyrimidin-1-yl]-benzonitrile). As a reaction SMILES: [Cl:1][C:2]1[CH:7]=[CH:6][C:5]([N:8]2C(=O)C3[CH:15]=[N:16][N:17]([C:18]4[CH:19]=[C:20]([CH:23]=[CH:24][CH:25]=4)[C:21]#[N:22])[C:11]=3[N:10]=[C:9]2[C:26]2[CH:31]=[CH:30][C:29](B3OC(C)(C)C(C)(C)O3)=[CH:28][CH:27]=2)=[CH:4][CH:3]=1.[C:41]([O-:44])(=O)[CH3:42].[Na+].C(O[C:50](=O)[CH3:51])(=O)C>>[NH2:10][C:9]1[N:8]=[CH:51][C:50]([C:29]2[CH:30]=[CH:31][C:26]([C:9]3[N:8]([C:5]4[CH:4]=[CH:3][C:2]([Cl:1])=[CH:7][CH:6]=4)[C:41](=[O:44])[C:42]4[CH:15]=[N:16][N:17]([C:18]5[CH:19]=[C:20]([CH:23]=[CH:24][CH:25]=5)[C:21]#[N:22])[C:11]=4[N:10]=3)=[CH:27][CH:28]=2)=[CH:27][CH:26]=1 |f:1.2|. Procedure details: A solution of 2-(4-bromo-phenyl)-1-(4-chloro-phenyl)-9-(3-methanesulfinyl-phenyl)-1,9-dihydro-purin-6-one (2, 2.60 g, 4.81 mmol) in acetic anhydride (22 mL), sodium acetate (1.48 g, 18.0 mmol) is added and the resulting mixture is then heated at reflux for 4 h. The reaction mixture is concentrated to a dry residue. It is taken in ethyl acetate and washed successively with 10% sodium bicarbonate solution and brine, dried over Na2SO4, concentrated, and purified by column chromatography to provide ... Starting materials: C1CCOC1, [Li+], CCOC(=O)CCC1CCN(C2CCN(C(=O)C(Cc3cc(C)c(O)c(C)c3)OC(=O)N3CCC(N4CCc5ccccc5NC4=O)CC3)CC2)CC1, [OH-], O. The product is Cc1cc(CC(OC(=O)N2CCC(N3CCc4ccccc4NC3=O)CC2)C(=O)N2CCC(N3CCC(CCC(=O)O)CC3)CC2)cc(C)c1O. Reaction SMILES: [CH2:57]1[O:58][CH2:59][CH2:60][CH2:61]1.[Li+:2].[O:3]=[C:4]1[NH:5][c:6]2[c:7]([cH:52][cH:53][cH:54][cH:55]2)[CH2:8][CH2:9][N:10]1[CH:11]1[CH2:12][CH2:13][N:14]([C:17](=[O:18])[O:19][CH:20]([C:21](=[O:22])[N:23]2[CH2:24][CH2:25][CH:26]([N:29]3[CH2:30][CH2:31][CH:32]([CH2:35][CH2:36][C:37](=[O:38])[O:39][CH2:40][CH3:41])[CH2:33][CH2:34]3)[CH2:27][CH2:28]2)[CH2:42][c:43]2[cH:44][c:45]([CH3:51])[c:46]([OH:50])[c:47]([CH3:49])[cH:48]2)[CH2:15][CH2:16]1.[OH-:1].[OH2:56]>>[O:3]=[C:4]1[NH:5][c:6]2[c:7]([cH:52][cH:53][cH:54][cH:55]2)[CH2:8][CH2:9][N:10]1[CH:11]1[CH2:12][CH2:13][N:14]([C:17](=[O:18])[O:19][CH:20]([C:21](=[O:22])[N:23]2[CH2:24][CH2:25][CH:26]([N:29]3[CH2:30][CH2:31][CH:32]([CH2:35][CH2:36][C:37](=[O:38])[OH:39])[CH2:33][CH2:34]3)[CH2:27][CH2:28]2)[CH2:42][c:43]2[cH:44][c:45]([CH3:51])[c:46]([OH:50])[c:47]([CH3:49])[cH:48]2)[CH2:15][CH2:16]1. Starting materials: [Br-], Brc1ccc2c(c1)c1cc(Br)ccc1n2CC1CO1, C1CCOC1, [Li+], [N-]=[N+]=Nc1ccc(N)cc1. The product is [N-]=[N+]=Nc1ccc(NCC(O)Cn2c3ccc(Br)cc3c3cc(Br)ccc32)cc1. RXN SMILES: [Br-:30].[Br:11][c:12]1[cH:13][cH:14][c:15]2[n:16]([CH2:26][CH:27]3[O:28][CH2:29]3)[c:17]3[cH:18][cH:19][c:20]([Br:25])[cH:21][c:22]3[c:23]2[cH:24]1.[CH2:32]1[O:33][CH2:34][CH2:35][CH2:36]1.[Li+:31].[N:1](=[N+:2]=[N-:3])[c:4]1[cH:5][cH:6][c:7]([NH2:8])[cH:9][cH:10]1>>[N:1](=[N+:2]=[N-:3])[c:4]1[cH:5][cH:6][c:7]([NH:8][CH2:29][CH:27]([CH2:26][n:16]2[c:15]3[cH:14][cH:13][c:12]([Br:11])[cH:24][c:23]3[c:22]3[c:17]2[cH:18][cH:19][c:20]([Br:25])[cH:21]3)[OH:28])[cH:9][cH:10]1.